Dataset: the Open Reaction Database (ORD), a public repository of structured organic reaction records. Task: describe an organic reaction: reactants, conditions, products, and yield The reactants are COCCOC, O=Cc1ccc(B(O)O)cc1, Clc1nc2ccnn2cc1-c1ccccc1, ClCCl, [Na+], [Na+], O=C([O-])[O-], O. Product: O=Cc1ccc(-c2nc3ccnn3cc2-c2ccccc2)cc1. Reaction SMILES: [CH3:34][O:35][CH2:36][CH2:37][O:38][CH3:39].[CH:17](=[O:18])[c:19]1[cH:20][cH:21][c:22]([B:25]([OH:26])[OH:27])[cH:23][cH:24]1.[Cl:1][c:2]1[n:3][c:4]2[n:5]([cH:6][c:7]1-[c:8]1[cH:9][cH:10][cH:11][cH:12][cH:13]1)[n:14][cH:15][cH:16]2.[Cl:41][CH2:42][Cl:43].[Na+:28].[Na+:29].[O-:30][C:31](=[O:32])[O-:33].[OH2:40]>>[c:2]1(-[c:22]2[cH:21][cH:20][c:19]([CH:17]=[O:18])[cH:24][cH:23]2)[n:3][c:4]2[n:5]([cH:6][c:7]1-[c:8]1[cH:9][cH:10][cH:11][cH:12][cH:13]1)[n:14][cH:15][cH:16]2. The reactants are ClC=1C=C(C=CC1Cl)N1C(=NC(=C1)C#C)C (1-(3,4-dichloro-phenyl)-4-ethynyl-2-methyl-1H-imidazole), IC1=CC(=NC=C1)C (4-iodo-2-methyl-pyridine). Yields the product Cl.ClC=1C=C(C=CC1Cl)N1C(=NC(=C1)C#CC1=CC(=NC=C1)C)C (4-[1-(3,4-Dichloro-phenyl)-2-methyl-1H-imidazol-4-ylethynyl]-2-methyl-pyridine hydrochloride). Reaction SMILES: [Cl:1][C:2]1[CH:3]=[C:4]([N:9]2[CH:13]=[C:12]([C:14]#[CH:15])[N:11]=[C:10]2[CH3:16])[CH:5]=[CH:6][C:7]=1[Cl:8].I[C:18]1[CH:23]=[CH:22][N:21]=[C:20]([CH3:24])[CH:19]=1>>[ClH:1].[Cl:1][C:2]1[CH:3]=[C:4]([N:9]2[CH:13]=[C:12]([C:14]#[C:15][C:18]3[CH:23]=[CH:22][N:21]=[C:20]([CH3:24])[CH:19]=3)[N:11]=[C:10]2[CH3:16])[CH:5]=[CH:6][C:7]=1[Cl:8] |f:2.3|. Procedure details: 4-[1-(3,4-Dichloro-phenyl)-2-methyl-1H-imidazol-4-ylethynyl]-2-methyl-pyridine hydrochloride (2) [MS: m/e=341.9 (M+H+)] was prepared in analogy to the method as described in Example 1 Method B starting from 1-(3,4-dichloro-phenyl)-4-ethynyl-2-methyl-1H-imidazole (IV-2) and 4-iodo-2-methyl-pyridine. For further purification the compound was precipitated as its HCl salt from an etheral solution. Method C: Reaction SMILES: [OH:1][C:2]1[CH:7]=[CH:6][C:5]([C:8]2[CH2:13]CC(O)C[CH:9]=2)=[CH:4][CH:3]=1.[CH3:15][C:16]([C:18]1[CH:23]=[CH:22][CH:21]=[CH:20][CH:19]=1)=[CH2:17]>[C].[Pd].C(C(CCCC)CO)C>[CH2:16]([CH:18]([CH2:23][CH2:22][CH2:21][CH3:20])[CH2:19][OH:1])[CH3:15].[CH3:13][C:8]([C:5]1[CH:6]=[CH:7][CH:2]=[CH:3][CH:4]=1)=[CH2:9].[C:18]1([CH:16]([CH3:17])[CH3:15])[CH:23]=[CH:22][CH:21]=[CH:20][CH:19]=1 |f:2.3|. Procedure details: A 300-ml four-necked glass flask was charged with 38.0 g (0.20 mole) of 4-(4-hydroxyphenyl)-3-cyclohexene-1-ol, 0.4 g of 5% palladium carbon, 59.1 g (0.50 mole) of α-methylstyrene and 100 ml of 2-ethylhexanol. The mixture was reacted at 160° C. for 4 hours in a nitrogen atmosphere. The reaction mixture was hot filtered at 150° C. to recover the palladium-carbon. 2-Ethylhexanol, α-methylstyrene and cumene formed were distilled off from the filtrate under reduced pressure. 37.2 g of white crystals... The reagents and catalysts are [C].[Pd] (palladium carbon). Solvent: C(C)C(CO)CCCC (2-ethylhexanol). The product is C(C)C(CO)CCCC (2-Ethylhexanol), CC(=C)C1=CC=CC=C1 (α-methylstyrene), C1(=CC=CC=C1)C(C)C (cumene). Starting materials: OC1=CC=C(C=C1)C1=CCC(CC1)O (4-(4-hydroxyphenyl)-3-cyclohexene-1-ol), CC(=C)C1=CC=CC=C1 (α-methylstyrene). Reactants: Cl.Cl.NC1=CC(=C(C(=O)NCC2CCNCC2)C=C1Cl)OC (4-Amino-5-chloro-2-methoxy-N-(piperidin-4-ylmethyl)benzamide dihydrochloride), COC=1C=C(COCCCCCBr)C=CC1 (5-(3-methoxybenzyloxy)pentyl bromide). The product is NC1=CC(=C(C(=O)NCC2CCN(CC2)CCCCCOCC2=CC(=CC=C2)OC)C=C1Cl)OC (4-amino-5-chloro-2-methoxy-N-((1-(5-(3-methoxybenzyloxy)pentyl)-piperidin-4-yl)methyl)benzamide). As a reaction SMILES: Cl.Cl.[NH2:3][C:4]1[C:19]([Cl:20])=[CH:18][C:7]([C:8]([NH:10][CH2:11][CH:12]2[CH2:17][CH2:16][NH:15][CH2:14][CH2:13]2)=[O:9])=[C:6]([O:21][CH3:22])[CH:5]=1.[CH3:23][O:24][C:25]1[CH:26]=[C:27]([CH:36]=[CH:37][CH:38]=1)[CH2:28][O:29][CH2:30][CH2:31][CH2:32][CH2:33][CH2:34]Br>>[NH2:3][C:4]1[C:19]([Cl:20])=[CH:18][C:7]([C:8]([NH:10][CH2:11][CH:12]2[CH2:13][CH2:14][N:15]([CH2:34][CH2:33][CH2:32][CH2:31][CH2:30][O:29][CH2:28][C:27]3[CH:36]=[CH:37][CH:38]=[C:25]([O:24][CH3:23])[CH:26]=3)[CH2:16][CH2:17]2)=[O:9])=[C:6]([O:21][CH3:22])[CH:5]=1 |f:0.1.2|. Reported procedure: 4-Amino-5-chloro-2-methoxy-N-(piperidin-4-ylmethyl)benzamide dihydrochloride as starting compound and 5-(3-methoxybenzyloxy)pentyl bromide are reacted and treated in the same manner as in Example 168 to give 4-amino-5-chloro-2-methoxy-N-((1-(5-(3-methoxybenzyloxy)pentyl)-piperidin-4-yl)methyl)benzamide. Starting materials: CC(=O)O, COc1cc(C=O)cc(OC)c1OC, CCO, CCOCC, COC(C(=O)NN)c1ccc2c(c1)OCCO2. Product: COc1cc(C=NNC(=O)C(OC)c2ccc3c(c2)OCCO3)cc(OC)c1OC. As a reaction SMILES: [CH3:18][C:19](=[O:20])[OH:21].[CH3:22][O:23][c:24]1[cH:25][c:26]([CH:27]=[O:28])[cH:29][c:30]([O:34][CH3:35])[c:31]1[O:32][CH3:33].[CH3:36][CH2:37][OH:38].[CH3:39][CH2:40][O:41][CH2:42][CH3:43].[O:1]1[c:2]2[c:3]([cH:7][c:8]([CH:11]([C:12](=[O:13])[NH:14][NH2:15])[O:16][CH3:17])[cH:9][cH:10]2)[O:4][CH2:5][CH2:6]1>>[O:1]1[c:2]2[c:3]([cH:7][c:8]([CH:11]([C:12](=[O:13])[NH:14][N:15]=[CH:27][c:26]3[cH:25][c:24]([O:23][CH3:22])[c:31]([O:32][CH3:33])[c:30]([O:34][CH3:35])[cH:29]3)[O:16][CH3:17])[cH:9][cH:10]2)[O:4][CH2:5][CH2:6]1. The reactants are ClC(=O)OC (methyl chloroformate), S(=O)(=O)(O)[O-].[K+] (potassium hydrogen sulphate), Cl.NCCC[C@H]1C(N(C(N1)=O)C=1C=C(C(=O)O)C=CC1)=O (3-(5-(S)-(3-aminopropyl)-2,4-dioxoimidazolidin-3-yl)-benzoic acid hydrochloride), [OH-].[Na+] (sodium hydroxide). Solvent: CO (methanol), O (water). Conditions: time 4 hour. The product is COC(=O)NCCC[C@H]1C(N(C(N1)=O)C=1C=C(C(=O)O)C=CC1)=O (3-(5-(S)-(3-Methoxycarbonylaminopropyl)-2,4-dioxoimidazolidin-3-yl)-benzoic acid). Reaction SMILES: Cl.[NH2:2][CH2:3][CH2:4][CH2:5][C@@H:6]1[NH:10][C:9](=[O:11])[N:8]([C:12]2[CH:13]=[C:14]([CH:18]=[CH:19][CH:20]=2)[C:15]([OH:17])=[O:16])[C:7]1=[O:21].Cl[C:23]([O:25][CH3:26])=[O:24].[OH-].[Na+].S([O-])(O)(=O)=O.[K+]>CO.O>[CH3:26][O:25][C:23]([NH:2][CH2:3][CH2:4][CH2:5][C@@H:6]1[NH:10][C:9](=[O:11])[N:8]([C:12]2[CH:13]=[C:14]([CH:18]=[CH:19][CH:20]=2)[C:15]([OH:17])=[O:16])[C:7]1=[O:21])=[O:24] |f:0.1,3.4,5.6|. Procedure: 314 mg (1 mmol) of 3-(5-(S)-(3-aminopropyl)-2,4-dioxoimidazolidin-3-yl)-benzoic acid hydrochloride are dissolved in 5 ml of methanol and 5 ml of water. After addition of 130 mg (1.38 mmol) of methyl chloroformate, the mixture is adjusted to pH 7 at 10° C. with 0.1 N sodium hydroxide solution. The mixture is allowed to warm to room temperature, and is stirred for 4 h, acidified to pH 3 with potassium hydrogen sulphate solution and concentrated. The residue is stirred with water, filtered off with... Starting materials: NC=1C=C(COC2=CC=C(C=C2)[C@H](CC(=O)N2C(OC[C@@H]2CC2=CC=CC=C2)=O)C2=NOC=C2)C=CC1 ((S)-3-((S)-3-(4-(3-Aminobenzyloxy)phenyl)-3-(isoxazol-3-yl)propanoyl)-4-benzyloxazolidin-2-one), TEA, FC(C1=CC=C(C=C1)S(=O)(=O)Cl)(F)F (4-(trifluoromethyl)benzene-1-sulfonyl chloride). The reagents and catalysts are CN(C)C=1C=CN=CC1 (DMAP). Solvent: C(Cl)Cl (DCM). Conditions: time 2 hour. Yields the product C(C1=CC=CC=C1)[C@@H]1N(C(OC1)=O)C(C[C@H](C1=NOC=C1)C1=CC=C(OCC=2C=C(C=CC2)NS(=O)(=O)C2=CC=C(C=C2)C(F)(F)F)C=C1)=O (N-(3-((4-((S)-3-((S)-4-Benzyl-2-oxooxazolidin-3-yl)-1-(isoxazol-3-yl)-3-oxopropyl)phenoxy)methyl)phenyl)-4-(trifluoromethyl)-benzenesulfonamide). Isolated yield 24.1%. RXN SMILES: [NH2:1][C:2]1[CH:3]=[C:4]([CH:35]=[CH:36][CH:37]=1)[CH2:5][O:6][C:7]1[CH:12]=[CH:11][C:10]([C@@H:13]([C:30]2[CH:34]=[CH:33][O:32][N:31]=2)[CH2:14][C:15]([N:17]2[C@@H:21]([CH2:22][C:23]3[CH:28]=[CH:27][CH:26]=[CH:25][CH:24]=3)[CH2:20][O:19][C:18]2=[O:29])=[O:16])=[CH:9][CH:8]=1.[F:38][C:39]([F:51])([F:50])[C:40]1[CH:45]=[CH:44][C:43]([S:46](Cl)(=[O:48])=[O:47])=[CH:42][CH:41]=1>C(Cl)Cl.CN(C1C=CN=CC=1)C>[CH2:22]([C@H:21]1[CH2:20][O:19][C:18](=[O:29])[N:17]1[C:15](=[O:16])[CH2:14][C@@H:13]([C:10]1[CH:11]=[CH:12][C:7]([O:6][CH2:5][C:4]2[CH:3]=[C:2]([NH:1][S:46]([C:43]3[CH:42]=[CH:41][C:40]([C:39]([F:38])([F:50])[F:51])=[CH:45][CH:44]=3)(=[O:48])=[O:47])[CH:37]=[CH:36][CH:35]=2)=[CH:8][CH:9]=1)[C:30]1[CH:34]=[CH:33][O:32][N:31]=1)[C:23]1[CH:28]=[CH:27][CH:26]=[CH:25][CH:24]=1. Procedure: To a solution of the aniline (27.3) (0.050 g, 0.100 mmol) in DCM (1 mL), was added TEA (28.2 μL, 0.200 mmol) and 4-(trifluoromethyl)benzene-1-sulfonyl chloride (73.8 mg, 0.300 mmol). A catalytic amount (<5.0 mg) of DMAP was then added to drive the reaction to completion. The reaction mixture was stirred for two hours and then concentrated to dryness under reduced pressure. The residue was purified by medium pressure chromatography (silica gel, 10 to 45% EtOAc:hexanes) to give 32.1 (17.0 mg). MS ... Product: OC(C(=O)C1=C(C=CC=C1)F)C1=C(C=CC=C1)F (2-hydroxy-1,2-bis(2-fluorophenyl)ethanone). Run in O (water). Reaction conditions: time 2 hour. Reported procedure: A mixture of potassium cyanide (2.0 g, 31 mmol), 2-fluorobenzaldehyde (26 g, 21 mmol), ethanol (30 ml) and water (30 ml) was heated at reflux for 1.5 h and then kept at -15° C. for 2 h. The precipitated compound was collected to give 20 g of 2-hydroxy-1,2-bis(2-fluorophenyl)ethanone. Reaction SMILES: [C-]#N.[K+].[F:4][C:5]1[CH:12]=[CH:11][CH:10]=[CH:9][C:6]=1[CH:7]=[O:8].[CH2:13]([OH:15])[CH3:14]>O>[OH:15][CH:13]([C:14]1[CH:11]=[CH:10][CH:9]=[CH:6][C:5]=1[F:4])[C:7]([C:6]1[CH:9]=[CH:10][CH:11]=[CH:12][C:5]=1[F:4])=[O:8] |f:0.1|. The reactants are [C-]#N.[K+] (potassium cyanide), FC1=C(C=O)C=CC=C1 (2-fluorobenzaldehyde), C(C)O (ethanol). Reactants: CI (methyl iodide), C1(=CC=CC=C1)NC(=S)N (phenyl-thiourea), C(C)OCC (diethyl ether). The solvent is C(C)O (ethanol). Run at time 1.5 hour. Yields the product I.C1(=CC=CC=C1)NC(=N)SC (Phenyl-carbamimidothioic acid, methyl ester, monohydroiodide). RXN SMILES: [C:1]1([NH:7][C:8]([NH2:10])=[S:9])[CH:6]=[CH:5][CH:4]=[CH:3][CH:2]=1.C[I:12].[CH2:13](OCC)C>C(O)C>[IH:12].[C:1]1([NH:7][C:8]([S:9][CH3:13])=[NH:10])[CH:6]=[CH:5][CH:4]=[CH:3][CH:2]=1 |f:4.5|. Procedure details: To a stirred, chilled (+3° C.) suspension of phenyl-thiourea (15.66 g, 0.1029 mol) in absolute ethanol under nitrogen atmosphere was added in one portion methyl iodide (6.4 mL, 0.10 mol), and the mixture was stirred for 1.5 hours. The suspension was allowed to warm to room temperature over 1.5 hours and was stirred. All of the solids dissolved within 5 hours at room temperature to give a yellow solution. After 6 hours a thick off-white precipitate formed. After 40 hours diethyl ether (400 mL) wa...